From a dataset of the Open Reaction Database (ORD), a public repository of structured organic reaction records. describe an organic reaction: reactants, conditions, products, and yield Procedure: A solution of 3.2 g. of 2-[4-(4-chlorophenoxymethyl)-phenoxy]-2-methylpropionic acid in 20 ml. of absolute THF is added dropwise to a mixture of 0.57 g. of LiAlH4 in 20 ml. of absolute THF. The mixture is boiled for 8 hours, 2 ml. of water in 3 ml. of THF and 4 ml. of 25% sodium hydroxide solution are added, the liquid is decanted off and the residue is washed with ether. Drying, filtering and evaporating the combined organic phases gives 2-[4-(4-chlorophenoxymethyl)-phenoxy]-2-methyl-propanol, ... Run at time 8 hour. The solvent is O (water), C1CCOC1 (THF), C1CCOC1 (THF), C1CCOC1 (THF). The reactants are ClC1=CC=C(OCC2=CC=C(OC(C(=O)O)(C)C)C=C2)C=C1 (2-[4-(4-chlorophenoxymethyl)-phenoxy]-2-methylpropionic acid), [H-].[H-].[H-].[H-].[Li+].[Al+3] (LiAlH4), [OH-].[Na+] (sodium hydroxide). Reaction SMILES: [Cl:1][C:2]1[CH:22]=[CH:21][C:5]([O:6][CH2:7][C:8]2[CH:20]=[CH:19][C:11]([O:12][C:13]([CH3:18])([CH3:17])[C:14](O)=[O:15])=[CH:10][CH:9]=2)=[CH:4][CH:3]=1.[H-].[H-].[H-].[H-].[Li+].[Al+3].[OH-].[Na+]>C1COCC1.O>[Cl:1][C:2]1[CH:22]=[CH:21][C:5]([O:6][CH2:7][C:8]2[CH:20]=[CH:19][C:11]([O:12][C:13]([CH3:18])([CH3:17])[CH2:14][OH:15])=[CH:10][CH:9]=2)=[CH:4][CH:3]=1 |f:1.2.3.4.5.6,7.8|. The product is ClC1=CC=C(OCC2=CC=C(OC(CO)(C)C)C=C2)C=C1 (2-[4-(4-chlorophenoxymethyl)-phenoxy]-2-methyl-propanol).